From a dataset of the Open Reaction Database (ORD), a public repository of structured organic reaction records. describe an organic reaction: reactants, conditions, products, and yield Reactants: CCOC(C)=O, CS(=O)(=O)c1ccc(-c2cnn(CC(F)(F)F)c(=O)c2Cl)cc1, [N-]=[N+]=[N-], [Na+], CN(C)C=O. The product is CS(=O)(=O)c1ccc(-c2cnn(CC(F)(F)F)c(=O)c2N=[N+]=[N-])cc1. RXN SMILES: [CH3:33][CH2:34][O:35][C:36](=[O:37])[CH3:38].[F:1][C:2]([CH2:3][n:4]1[n:5][cH:6][c:7](-[c:12]2[cH:13][cH:14][c:15]([S:18](=[O:19])(=[O:20])[CH3:21])[cH:16][cH:17]2)[c:8]([Cl:11])[c:9]1=[O:10])([F:22])[F:23].[N-:24]=[N+:25]=[N-:26].[Na+:27].[O:28]=[CH:29][N:30]([CH3:31])[CH3:32]>>[F:1][C:2]([CH2:3][n:4]1[n:5][cH:6][c:7](-[c:12]2[cH:13][cH:14][c:15]([S:18](=[O:19])(=[O:20])[CH3:21])[cH:16][cH:17]2)[c:8]([N:24]=[N+:25]=[N-:26])[c:9]1=[O:10])([F:22])[F:23].